From a dataset of the Open Reaction Database (ORD), a public repository of structured organic reaction records. describe an organic reaction: reactants, conditions, products, and yield Starting materials: CCO, CN1C(=O)CCN(C2CCCC2)c2nc(Cl)ncc21, Cl, COc1cc(C(=O)O)ccc1N, O. Product: COc1cc(C(=O)O)ccc1Nc1ncc2c(n1)N(C1CCCC1)CCC(=O)N2C. RXN SMILES: [CH3:32][CH2:33][OH:34].[Cl:1][c:2]1[n:3][cH:4][c:5]2[c:6]([n:19]1)[N:7]([CH:14]1[CH2:15][CH2:16][CH2:17][CH2:18]1)[CH2:8][CH2:9][C:10](=[O:13])[N:11]2[CH3:12].[ClH:35].[NH2:20][c:21]1[c:22]([O:30][CH3:31])[cH:23][c:24]([C:25](=[O:26])[OH:27])[cH:28][cH:29]1.[OH2:36]>>[c:2]1([NH:20][c:21]2[c:22]([O:30][CH3:31])[cH:23][c:24]([C:25](=[O:26])[OH:27])[cH:28][cH:29]2)[n:3][cH:4][c:5]2[c:6]([n:19]1)[N:7]([CH:14]1[CH2:15][CH2:16][CH2:17][CH2:18]1)[CH2:8][CH2:9][C:10](=[O:13])[N:11]2[CH3:12].